From a dataset of the Open Reaction Database (ORD), a public repository of structured organic reaction records. describe an organic reaction: reactants, conditions, products, and yield Reactants: N1=C(C=CC=C1)CCNC(=O)C=1C(=NN(C1Cl)C1=CC=CC=C1)C (5-chloro-3-methyl-1-phenyl-1H-pyrazole-4-carboxylic acid (2-pyridin-2-yl-ethyl)-amide), S.[Na] (sodium hydrogen sulfide). Run in CCOCCO (cellosolve). Product: N1=C(C=CC=C1)CCNC(=O)C=1C(=NN(C1S)C1=CC=CC=C1)C (5-Mercapto-3-methyl-1-phenyl-1H-pyrazole-4-carboxylic acid (2-pyridin-2-yl-ethyl) amide). The yield is 81.5%. Reaction SMILES: [N:1]1[CH:6]=[CH:5][CH:4]=[CH:3][C:2]=1[CH2:7][CH2:8][NH:9][C:10]([C:12]1[C:13]([CH3:24])=[N:14][N:15]([C:18]2[CH:23]=[CH:22][CH:21]=[CH:20][CH:19]=2)[C:16]=1Cl)=[O:11].[SH2:25].[Na]>CCOCCO>[N:1]1[CH:6]=[CH:5][CH:4]=[CH:3][C:2]=1[CH2:7][CH2:8][NH:9][C:10]([C:12]1[C:13]([CH3:24])=[N:14][N:15]([C:18]2[CH:23]=[CH:22][CH:21]=[CH:20][CH:19]=2)[C:16]=1[SH:25])=[O:11] |f:1.2,^1:25|. Procedure details: Using the procedure of Preparation 34, 29.3 g (0.087 mol) of 5-chloro-3-methyl-1-phenyl-1H-pyrazole-4-carboxylic acid (2-pyridin-2-yl-ethyl)-amide was reacted with 19.3 g (0.27 mol) sodium hydrogen sulfide in cellosolve to give 24.0 g of the title compound, which was used in Example 22 without purification. Reactants: Ceric ammonium nitrate, [N+](=O)([O-])C1=CC=C(COC(=O)OCC)C=C1.C(C)(=O)OC1CC(N1)=O (1-p-nitrobenzyloxycarbonyloxyethane 4-acetoxy-2-azetidinone). Run in O.C(C)#N (H2O acetonitrile), O (water). Conditions: time 30 minute. Yields the product [N+](=O)([O-])C1=CC=C(COC(=O)OC(C)C2C(NC2OC(C)=O)=O)C=C1 (3-(1-p-nitrobenzyloxycarbonyloxyethyl)-4-acetoxy-2-azetidinone). RXN SMILES: [N+:1]([C:4]1[CH:16]=[CH:15][C:7]([CH2:8][O:9][C:10]([O:12][CH2:13][CH3:14])=[O:11])=[CH:6][CH:5]=1)([O-:3])=[O:2].[C:17]([O:20][CH:21]1[NH:24][C:23](=[O:25])[CH2:22]1)(=[O:19])[CH3:18]>O.C(#N)C.O>[N+:1]([C:4]1[CH:16]=[CH:15][C:7]([CH2:8][O:9][C:10]([O:12][CH:13]([CH:22]2[CH:21]([O:20][C:17](=[O:19])[CH3:18])[NH:24][C:23]2=[O:25])[CH3:14])=[O:11])=[CH:6][CH:5]=1)([O-:3])=[O:2] |f:0.1,2.3|. Procedure: Ceric ammonium nitrate (12.1 g) was added to the solution of 1-(di-p-anisylmethyl)-3-(1-p-nitrobenzyloxycarbonyloxyethane-4-acetoxy-2-azetidinone (6.06 g) in 10% H2O-acetonitrile (90 ml) in portions over 1 hour at room temperature, followed by stirring for 30 minutes. The reaction mixture was diluted with water and extracted with ethyl acetate. The extract was washed with water, dried over anhydrous sodium sulfate and evaporated to give an oily residue which was then purified by silica gel chrom... The reactants are Cc1ccc(C)c(C(Cl)S(=O)(=O)c2cccc[n+]2[O-])c1, CCO, ClC(Cl)Cl. Yields the product Cc1ccc(C)c(C(Cl)S(=O)(=O)c2ccccn2)c1. As a reaction SMILES: [CH3:1][c:2]1[c:3]([CH:9]([S:10](=[O:11])(=[O:12])[c:13]2[n+:14]([O-:19])[cH:15][cH:16][cH:17][cH:18]2)[Cl:20])[cH:4][c:5]([CH3:8])[cH:6][cH:7]1.[CH3:25][CH2:26][OH:27].[CH:21]([Cl:22])([Cl:23])[Cl:24]>>[CH3:1][c:2]1[c:3]([CH:9]([S:10](=[O:11])(=[O:12])[c:13]2[n:14][cH:15][cH:16][cH:17][cH:18]2)[Cl:20])[cH:4][c:5]([CH3:8])[cH:6][cH:7]1. Reactants: CC=CC(=O)C12OC1(C)CCCC2(C)C, C1COCCO1. Yields the product CC=CC(=O)C1(O)C(C)=CCCC1(C)C. Reaction SMILES: [CH3:1][C:2]12[C:3]([C:11]([CH:12]=[CH:13][CH3:14])=[O:15])([C:4]([CH3:8])([CH3:9])[CH2:5][CH2:6][CH2:7]1)[O:10]2.[O:16]1[CH2:17][CH2:18][O:19][CH2:20][CH2:21]1>>[CH3:1][C:2]1=[CH:7][CH2:6][CH2:5][C:4]([CH3:8])([CH3:9])[C:3]1([OH:10])[C:11]([CH:12]=[CH:13][CH3:14])=[O:15]. Reactants: C1CCNCC1, CO, CCOC(C)=O, O=CC1CCOCC1, COC(=O)c1ccc2c(c1)CCCC2=O. Product: COC(=O)c1ccc2c(c1)CCC(=CC1CCOCC1)C2=O. Reaction SMILES: [CH2:24]1[CH2:25][CH2:26][NH:27][CH2:28][CH2:29]1.[CH3:30][OH:31].[CH3:32][CH2:33][O:34][C:35](=[O:36])[CH3:37].[O:16]1[CH2:17][CH2:18][CH:19]([CH:22]=[O:23])[CH2:20][CH2:21]1.[O:1]=[C:2]1[c:3]2[cH:4][cH:5][c:6]([C:12](=[O:13])[O:14][CH3:15])[cH:7][c:8]2[CH2:9][CH2:10][CH2:11]1>>[O:1]=[C:2]1[c:3]2[cH:4][cH:5][c:6]([C:12](=[O:13])[O:14][CH3:15])[cH:7][c:8]2[CH2:9][CH2:10][C:11]1=[CH:22][CH:19]1[CH2:18][CH2:17][O:16][CH2:21][CH2:20]1. The reactants are ClCCl, COc1nccc(I)c1-c1nc(C)c(C(=O)OC(C)(C)C)[nH]1, O=C(O)C(F)(F)F. Yields the product COc1nccc(I)c1-c1nc(C)c(C(=O)O)[nH]1. As a reaction SMILES: [Cl:30][CH2:31][Cl:32].[I:1][c:2]1[c:3](-[c:10]2[nH:11][c:12]([C:16](=[O:17])[O:18][C:19]([CH3:20])([CH3:21])[CH3:22])[c:13]([CH3:15])[n:14]2)[c:4]([O:8][CH3:9])[n:5][cH:6][cH:7]1.[OH:23][C:24]([C:25]([F:26])([F:27])[F:28])=[O:29]>>[I:1][c:2]1[c:3](-[c:10]2[nH:11][c:12]([C:16](=[O:17])[OH:18])[c:13]([CH3:15])[n:14]2)[c:4]([O:8][CH3:9])[n:5][cH:6][cH:7]1.